From a dataset of the Open Reaction Database (ORD), a public repository of structured organic reaction records. describe an organic reaction: reactants, conditions, products, and yield Starting materials: C1(CCC(N1)=O)=O (succinimide), BrN1C(CCC1=O)=O (N-bromosuccinimide), C(C1=CC=CC=C1)(=O)OOC(C1=CC=CC=C1)=O (benzoylperoxide), C(C)=C1C2=C(C=CC3=C1C=CC=C3)C=CC=C2 (5-ethylidene-5H-dibenzo [a,d]cycloheptene). Run in C(Cl)(Cl)(Cl)Cl (carbon tetrachloride). Yields the product BrCC=C1C2=C(C=CC3=C1C=CC=C3)C=CC=C2 (5-(2'-BROMOETHYLIDENE)-5H-DIBENZO[a,d]CYCLOHEPTENE). RXN SMILES: [CH:1](=[C:3]1[C:9]2[CH:10]=[CH:11][CH:12]=[CH:13][C:8]=2[CH:7]=[CH:6][C:5]2[CH:14]=[CH:15][CH:16]=[CH:17][C:4]1=2)[CH3:2].[Br:18]N1C(=O)CCC1=O.C(OOC(=O)C1C=CC=CC=1)(=O)C1C=CC=CC=1.C1(=O)NC(=O)CC1>C(Cl)(Cl)(Cl)Cl>[Br:18][CH2:2][CH:1]=[C:3]1[C:4]2[CH:17]=[CH:16][CH:15]=[CH:14][C:5]=2[CH:6]=[CH:7][C:8]2[CH:13]=[CH:12][CH:11]=[CH:10][C:9]1=2. Procedure details: To 2.8 g (12.8 mmol) of 5-ethylidene-5H-dibenzo [a,d]cycloheptene dissolved in 150 ml of carbon tetrachloride is added 1 equivalent of dry N-bromosuccinimide and a few milligrams of benzoylperoxide. The mixture is warmed and lightened with a 150 W lamp and after a few minutes the reaction is finished as indicated by succinimide floating at the surface. The mixture is cooled, filtered and evaporated to dryness. NMR indicates an almost quantitative yield. The compound is used as such, without furt... The reactants are OC1=C(C=C(C=C1)Br)NC(C1=CC(=C(C=C1)OC)[N+](=O)[O-])=O (N-(2-hydroxy-5-bromophenyl)-3-nitro-4-methoxybenzamide), O.C=1(C(=CC=CC1)S(=O)(=O)O)C (toluenesulfonic acid monohydrate). The solvent is C1(=CC=CC=C1)C (toluene). The product is [N+](=O)([O-])C=1C=C(C=CC1OC)C=1OC2=C(N1)C=C(C=C2)Br (2-(3-Nitro-4-methoxyphenyl)-5-bromobenzoxazole). Yield: 91.0%. As a reaction SMILES: O[C:2]1[CH:7]=[CH:6][C:5]([Br:8])=[CH:4][C:3]=1[NH:9][C:10](=[O:22])[C:11]1[CH:16]=[CH:15][C:14]([O:17][CH3:18])=[C:13]([N+:19]([O-:21])=[O:20])[CH:12]=1.O.C1(C)C(S(O)(=O)=O)=CC=CC=1>C1(C)C=CC=CC=1>[N+:19]([C:13]1[CH:12]=[C:11]([C:10]2[O:22][C:2]3[CH:7]=[CH:6][C:5]([Br:8])=[CH:4][C:3]=3[N:9]=2)[CH:16]=[CH:15][C:14]=1[O:17][CH3:18])([O-:21])=[O:20] |f:1.2|. Reported procedure: A suspension of N-(2-hydroxy-5-bromophenyl)-3-nitro-4-methoxybenzamide (5.24 g, 14.2 mmol) and toluenesulfonic acid monohydrate (5.36 g, 31.2 mmol) in toluene (100 ml) was heated to reflux overnight. The cooled reaction mixture was washed with saturated sodium hydrogen carbonate solution (care foaming) and the organic layer separated. The aqueous layer was extracted with ethyl acetate (2×50 ml) and the combined organic layers dried over sodium sulfate and the solvent removed under reduced pressu... Starting materials: CCOC(C)=O, [H][H], OCC#Cc1ncccn1. The product is OCCCc1ncccn1. RXN SMILES: [CH3:13][CH2:14][O:15][C:16](=[O:17])[CH3:18].[H:11][H:12].[n:1]1[c:2]([C:7]#[C:8][CH2:9][OH:10])[n:3][cH:4][cH:5][cH:6]1>>[n:1]1[c:2]([CH2:7][CH2:8][CH2:9][OH:10])[n:3][cH:4][cH:5][cH:6]1.